describe an organic reaction: reactants, conditions, products, and yield From a dataset of the Open Reaction Database (ORD), a public repository of structured organic reaction records. Starting materials: C=Cc1c(OCc2ccc(F)cc2F)c(Br)c(=O)n(-c2c(F)cccc2F)c1C, CC#N, CC1(C)OO1, CC(C)=O, O. The product is Cc1c(C2CO2)c(OCc2ccc(F)cc2F)c(Br)c(=O)n1-c1c(F)cccc1F. As a reaction SMILES: [Br:1][c:2]1[c:3](=[O:29])[n:4](-[c:21]2[c:22]([F:28])[cH:23][cH:24][cH:25][c:26]2[F:27])[c:5]([CH3:20])[c:6]([CH:18]=[CH2:19])[c:7]1[O:8][CH2:9][c:10]1[c:11]([F:17])[cH:12][c:13]([F:16])[cH:14][cH:15]1.[C:40](#[N:41])[CH3:42].[CH3:30][C:31]1([CH3:33])[O:32][O:34]1.[CH3:35][C:36](=[O:37])[CH3:38].[OH2:39]>>[Br:1][c:2]1[c:3](=[O:29])[n:4](-[c:21]2[c:22]([F:28])[cH:23][cH:24][cH:25][c:26]2[F:27])[c:5]([CH3:20])[c:6]([CH:18]2[CH2:19][O:32]2)[c:7]1[O:8][CH2:9][c:10]1[c:11]([F:17])[cH:12][c:13]([F:16])[cH:14][cH:15]1. Starting materials: CC1=C(C(C)=O)[C@]2(CC([C@@H]3[C@]4(CC=CC[C@@H]4CC[C@H]3[C@@H]2C1)C)=O)C (16-Methyl-5α-pregna-2,16-diene-11,20-dione), ClC1=CC(=CC=C1)C(=O)OO (m-chloroperbenzoic acid). The solvent is C(Cl)Cl (methylene chloride), C(Cl)Cl (methylene chloride). Run at time 8 hour. Yields the product O1[C@H]2[C@@H]1C[C@@H]1CC[C@H]3[C@@H]4CC(=C(C(C)=O)[C@]4(CC([C@@H]3[C@]1(C2)C)=O)C)C (2α,3α-Epoxy-16-methyl-5α-pregn-16-ene-11,20-dione). Yield: 61.4%. Reaction SMILES: [CH3:1][C:2]1[CH2:21][C@@H:20]2[C@:7]([CH3:24])([CH2:8][C:9](=[O:23])[C@H:10]3[C@H:19]2[CH2:18][CH2:17][C@@H:16]2[C@:11]3([CH3:22])[CH2:12][CH:13]=[CH:14][CH2:15]2)[C:3]=1[C:4](=[O:6])[CH3:5].ClC1C=CC=C(C(OO)=[O:33])C=1>C(Cl)Cl>[O:33]1[C@H:14]2[CH2:15][C@H:16]3[C@:11]([CH3:22])([CH2:12][C@@H:13]12)[C@@H:10]1[C@H:19]([C@H:20]2[C@:7]([CH3:24])([CH2:8][C:9]1=[O:23])[C:3]([C:4](=[O:6])[CH3:5])=[C:2]([CH3:1])[CH2:21]2)[CH2:18][CH2:17]3. Procedure details: 16-Methyl-5α-pregna-2,16-diene-11,20-dione (800 mg.) in methylene chloride (50 ml.) was treated with m-chloroperbenzoic acid (85%; 535 mg.), and the solution was left to stand at room temperature overnight. More methylene chloride (50 ml.) was added and the solution washed with potassium bicarbonate solution (5%, 100 ml.) and with water (100 ml.), dried over sodium sulphate and evaporated to a crystalline solid (~ 1g.) which was purified by preparative TLC in ethyl acetate/petrol, 1/1 run twice.... Reactants: C(=O)C1=NC=CC(=C1)C(=O)OCC (ethyl 2-formylpyridine-4-carboxylate), NCCCO (3-aminopropan-1-ol). The product is OCCCNCC1=NC=CC(=C1)C(=O)OCC (Ethyl 2-{[(3-hydroxypropyl)amino]methyl}pyridine-4-carboxylate). Procedure: By General Procedure A from ethyl 2-formylpyridine-4-carboxylate and 3-aminopropan-1-ol. Purification by column chromatography (0-5% MeOH in DCM) gave the title compound. 1H NMR (300 MHz, CDCl3), δ ppm: 8.72 (d, 1H), 7.98 (s, 1H), 7.75 (d, 1H), 4.45 (q, 2H), 3.95 (s, 2H), 3.70 (t, 2H), 2.80 (t, 2H), 1.75 (m, 2H), 1.40 (t, 3H). Reaction SMILES: [CH:1]([C:3]1[CH:8]=[C:7]([C:9]([O:11][CH2:12][CH3:13])=[O:10])[CH:6]=[CH:5][N:4]=1)=O.[NH2:14][CH2:15][CH2:16][CH2:17][OH:18]>>[OH:18][CH2:17][CH2:16][CH2:15][NH:14][CH2:1][C:3]1[CH:8]=[C:7]([C:9]([O:11][CH2:12][CH3:13])=[O:10])[CH:6]=[CH:5][N:4]=1. Starting materials: C(C)(C)(C)OC(NC1=C(C=C(C(=C1)C(F)(F)F)C)N)=O ((2-amino-4-methyl-5-trifluoromethyl-phenyl)-carbamic acid tert-butyl ester), C(C)(C)(C)OC(CC(=O)C1=CC(=CC=C1)C1=CC(=NC=C1)C)=O (3-[3-(2-methyl-pyridin-4-yl)-phenyl]-3-oxo-propionic acid tert-butyl ester). Product: C(C)(C)(C)OC(NC1=C(C=C(C(=C1)C(F)(F)F)C)NC(CC(=O)C1=CC(=CC=C1)C1=CC(=NC=C1)C)=O)=O ((4-Methyl-2-{3-[3-(2-methyl-pyridin-4-yl)-phenyl]-3-oxo-propionylamino}-5-trifluoromethyl-phenyl)-carbamic acid tert-butyl ester), foam. The yield is 63.0%. RXN SMILES: [C:1]([O:5][C:6](=[O:20])[NH:7][C:8]1[CH:13]=[C:12]([C:14]([F:17])([F:16])[F:15])[C:11]([CH3:18])=[CH:10][C:9]=1[NH2:19])([CH3:4])([CH3:3])[CH3:2].C([O:25][C:26](=O)[CH2:27][C:28]([C:30]1[CH:35]=[CH:34][CH:33]=[C:32]([C:36]2[CH:41]=[CH:40][N:39]=[C:38]([CH3:42])[CH:37]=2)[CH:31]=1)=[O:29])(C)(C)C>>[C:1]([O:5][C:6](=[O:20])[NH:7][C:8]1[CH:13]=[C:12]([C:14]([F:17])([F:16])[F:15])[C:11]([CH3:18])=[CH:10][C:9]=1[NH:19][C:26](=[O:25])[CH2:27][C:28]([C:30]1[CH:35]=[CH:34][CH:33]=[C:32]([C:36]2[CH:41]=[CH:40][N:39]=[C:38]([CH3:42])[CH:37]=2)[CH:31]=1)=[O:29])([CH3:4])([CH3:2])[CH3:3]. Procedure details: The title compound was prepared from (2-amino-4-methyl-5-trifluoromethyl-phenyl)-carbamic acid tert-butyl ester (Example J23) (290 mg, 1.0 mmol) and 3-[3-(2-methyl-pyridin-4-yl)-phenyl]-3-oxo-propionic acid tert-butyl ester (Example K12) (311 mg, 1.0 mmol) according to the general procedure M. Obtained as a light yellow foam (330 mg, 63%). The reactants are NC1=CC=C(C=C1)C=1OC=CN1 (2-(4-Aminophenyl)oxazole), diazonium salt, N(=O)[O-].[Na+] (sodium nitrite), S(O)(O)(=O)=O (sulfuric acid). Product: O1C(=NC=C1)C1=CC=C(C=C1)O (4-(2-oxazolyl)phenol). Yield: 47.9%. RXN SMILES: N[C:2]1[CH:7]=[CH:6][C:5]([C:8]2[O:9][CH:10]=[CH:11][N:12]=2)=[CH:4][CH:3]=1.N([O-])=[O:14].[Na+].S(=O)(=O)(O)O>>[O:9]1[CH:10]=[CH:11][N:12]=[C:8]1[C:5]1[CH:6]=[CH:7][C:2]([OH:14])=[CH:3][CH:4]=1 |f:1.2|. Procedure details: 2-(4-Aminophenyl)oxazole [m.p. 121°-123° C.; Rosenbaum et al., J. Am. Chem. Soc. 64, 2444 (1942)] (10.3 g) was diazotized with 4.93 g of sodium nitrite and 215 ml of 2N sulfuric acid. The resulting diazonium salt was heated until no more nitrogen was evolved, and the product was isolated and recrystallized from ethylene dichloride to give 4.96 g of 4-(2-oxazolyl)phenol, yellow crystals, m.p. 167°-168° C.